This data is from the Open Reaction Database (ORD), a public repository of structured organic reaction records. The task is: describe an organic reaction: reactants, conditions, products, and yield Reactants: NC1=C(C=C(C=2N1C=CN2)C(=O)OCC)Cl (ethyl 5-amino-6-chloroimidazo[1,2-a]pyridine-8-carboxylate), [OH-].[Li+] (lithium hydroxide). Solvent: CO (methanol). Run at time 8 hour. Product: NC1=C(C=C(C=2N1C=CN2)C(=O)O)Cl (5-Amino-6-chloroimidazo[1,2-a]pyridine-8-carboxylic acid). Yield: 85.7%. RXN SMILES: [NH2:1][C:2]1[N:7]2[CH:8]=[CH:9][N:10]=[C:6]2[C:5]([C:11]([O:13]CC)=[O:12])=[CH:4][C:3]=1[Cl:16].[OH-].[Li+]>CO>[NH2:1][C:2]1[N:7]2[CH:8]=[CH:9][N:10]=[C:6]2[C:5]([C:11]([OH:13])=[O:12])=[CH:4][C:3]=1[Cl:16] |f:1.2|. Procedure details: To a stirred solution of ethyl 5-amino-6-chloroimidazo[1,2-a]pyridine-8-carboxylate (Example 1, METHOD A, Step 3, 217 mg, 0.91 mmol) in methanol (5 mL) was added 1N aqueous lithium hydroxide (500 μL) and the mixture was stirred overnight at room temperature. The solvent was removed in vacuo and acidified with 1N hydrochloric acid. The resultant precipitate was collected by filtration to give 165 mg (86%) of the title compound as a white solid. Reactants: CC(C)N1S(N(C2=C(C1)C=C(C=C2)SC)CC=C)(=O)=O (3,4-Dihydro-3-(1-methylethyl)-6-methylthio-1-(prop-2-en-1-yl)-1H-2,1,3-benzothiadiazine-2,2-dioxide), CC(C)N1S(NC2=C(C1)C=C(C=C2)SC)(=O)=O (3,4-dihydro-3-(1-methylethyl)-6-methylthio-1H-2,1,3-benzothiadiazine-2,2-dioxide), [H-].[Na+] (sodium hydride), [H][H] (hydrogen), BrCCCl (1-Bromo-2-chloroethane). Solvent: CN(C)C=O (DMF), CCCCCC (hexane). Reaction conditions: time 8 hour. Yields the product ClCCN1S(N(CC2=C1C=CC(=C2)SC)C(C)C)(=O)=O (1-(2-Chloroethyl)-3,4-dihydro-3-(1-methylethyl)-6-methylthio-1H-2,1,3-benzothiadiazine-2,2-dioxide). RXN SMILES: [CH3:1][CH:2]([N:4]1[CH2:9][C:8]2[CH:10]=[C:11]([S:14][CH3:15])[CH:12]=[CH:13][C:7]=2[N:6]([CH2:16][CH:17]=C)[S:5]1(=[O:20])=[O:19])[CH3:3].[H-].[Na+].CC(N1CC2C=C(SC)C=CC=2NS1(=O)=O)C.[H][H].BrCC[Cl:45]>CN(C=O)C.CCCCCC>[Cl:45][CH2:17][CH2:16][N:6]1[C:7]2[CH:13]=[CH:12][C:11]([S:14][CH3:15])=[CH:10][C:8]=2[CH2:9][N:4]([CH:2]([CH3:3])[CH3:1])[S:5]1(=[O:20])=[O:19] |f:1.2|. Procedure: To a 250 ml 3 necked flask equipped thermometer, pressure equalised dropping funnel, nitrogen bubbler and magnetic stirrer bar was added 60% sodium hydride (1.77 g, 1.062 g, 0.04425 mol,) hexane washed, to dry DMF (75 ml). To this stirred suspension was added dropwise a solution of 3,4-dihydro-3-(1-methylethyl)-6-methylthio-1H-2,1,3-benzothiadiazine-2,2-dioxide (10.0 g, 0.0368 mol) in dry DMF (75 ml) (slight exotherm). The suspension was stirred under nitrogen for 2 hr until hydrogen evolution c... Reported procedure: 14A (300 mg, 0.889 mmol) was treated with acetonitrile (2 mL) and THF (0.5 mL). This clear solution was treated with N,N-dimethylformamide dimethylacetal (0.30 mL, 2.22 mmol) and the reaction mixture was stirred at 50° C. for 45 min. The mixture was treated with 2-methoxyethanamine (0.230 mL, 2.67 mmol) resulting in a yellow clear solution. Acetic acid (0.5 mL, 8.73 mmol) was added, and the reaction was stirred at 90° C. overnight. The reaction was diluted with water and extracted with 25% MeOH ... RXN SMILES: [CH2:1]([N:8]([CH2:19][C:20]1[CH:25]=[CH:24][CH:23]=[CH:22][CH:21]=1)[C@H:9]1[CH2:14][CH2:13][C@H:12]([C:15]([NH:17][NH2:18])=O)[CH2:11][CH2:10]1)[C:2]1[CH:7]=[CH:6][CH:5]=[CH:4][CH:3]=1.[CH3:26]OC(OC)N(C)C.[CH3:34][O:35][CH2:36][CH2:37][NH2:38].C(O)(=O)C>O.C1COCC1.C(#N)C>[CH2:1]([N:8]([CH2:19][C:20]1[CH:25]=[CH:24][CH:23]=[CH:22][CH:21]=1)[C@H:9]1[CH2:10][CH2:11][C@H:12]([C:15]2[N:38]([CH2:37][CH2:36][O:35][CH3:34])[CH:26]=[N:18][N:17]=2)[CH2:13][CH2:14]1)[C:2]1[CH:3]=[CH:4][CH:5]=[CH:6][CH:7]=1. Yields the product C(C1=CC=CC=C1)N([C@@H]1CC[C@H](CC1)C1=NN=CN1CCOC)CC1=CC=CC=C1 ((trans)-N,N-Dibenzyl-4-(4-(2-methoxyethyl)-4H-1,2,4-triazol-3-yl)cyclohexanamine). The reactants are C(C1=CC=CC=C1)N([C@@H]1CC[C@H](CC1)C(=O)NN)CC1=CC=CC=C1 ((trans)-4-(Dibenzylamino)cyclohexanecarbohydrazide), C(C)(=O)O (Acetic acid), COC(N(C)C)OC (N,N-dimethylformamide dimethylacetal), COCCN (2-methoxyethanamine). Reaction conditions: temperature 50 celsius, time 45 minute. Isolated yield 83.5%. The solvent is C1CCOC1 (THF), C(C)#N (acetonitrile), O (water). Starting materials: CCCCCC[NH-], COc1cc(C)c(C=CC(C)=CC=CC(C)=CC(=O)O)c(C)c1C, [Cl-]. Product: CCCCCCNC(=O)C=C(C)C=CC=C(C)C=Cc1c(C)cc(OC)c(C)c1C. RXN SMILES: [CH2:26]([CH2:27][CH2:28][CH2:29][CH2:30][CH3:31])[NH-:32].[CH3:2][O:3][c:4]1[c:5]([CH3:25])[c:6]([CH3:24])[c:7]([CH:11]=[CH:12][C:13](=[CH:14][CH:15]=[CH:16][C:17](=[CH:18][C:19](=[O:20])[OH:21])[CH3:22])[CH3:23])[c:8]([CH3:10])[cH:9]1.[Cl-:1]>>[CH3:2][O:3][c:4]1[c:5]([CH3:25])[c:6]([CH3:24])[c:7]([CH:11]=[CH:12][C:13](=[CH:14][CH:15]=[CH:16][C:17](=[CH:18][C:19](=[O:21])[NH:32][CH2:26][CH2:27][CH2:28][CH2:29][CH2:30][CH3:31])[CH3:22])[CH3:23])[c:8]([CH3:10])[cH:9]1. Starting materials: FC(C(C)(O)C1=CC=C(C=C1)N1[C@H](CN(CC1)S(=O)(=O)C=1SC=CC1)CNC)(F)F (1,1,1-trifluoro-2-(4-((2S)-2-((methylamino)methyl)-4-(2-thiophenylsulfonyl)-1-piperazinyl)phenyl)-2-propanol), CN1C=NC(=C1)C=O (1-methyl-1H-imidazole-4-carbaldehyde), C(C)(=O)O[BH-](OC(C)=O)OC(C)=O.[Na+] (sodium triacetoxyborohydride), CC(=O)O (AcOH). Run in ClCCCl (DCE), CO (MeOH). Reaction conditions: time 12 hour. Yields the product FC(C(C)(O)C1=CC=C(C=C1)N1[C@H](CN(CC1)S(=O)(=O)C=1SC=CC1)CN(CC=1N=CN(C1)C)C)(F)F (1,1,1-trifluoro-2-(4-((2S)-2-((methyl((1-methyl-1H-imidazol-4-yl)methyl)amino)methyl)-4-(2-thiophenylsulfonyl)-1-piperazinyl)phenyl)-2-propanol). The yield is 33.2%. As a reaction SMILES: [F:1][C:2]([F:30])([F:29])[C:3]([C:6]1[CH:11]=[CH:10][C:9]([N:12]2[CH2:17][CH2:16][N:15]([S:18]([C:21]3[S:22][CH:23]=[CH:24][CH:25]=3)(=[O:20])=[O:19])[CH2:14][C@@H:13]2[CH2:26][NH:27][CH3:28])=[CH:8][CH:7]=1)([OH:5])[CH3:4].[CH3:31][N:32]1[CH:36]=[C:35]([CH:37]=O)[N:34]=[CH:33]1.C(O[BH-](OC(=O)C)OC(=O)C)(=O)C.[Na+].CC(O)=O>CO.ClCCCl>[F:30][C:2]([F:1])([F:29])[C:3]([C:6]1[CH:11]=[CH:10][C:9]([N:12]2[CH2:17][CH2:16][N:15]([S:18]([C:21]3[S:22][CH:23]=[CH:24][CH:25]=3)(=[O:19])=[O:20])[CH2:14][C@@H:13]2[CH2:26][N:27]([CH3:28])[CH2:37][C:35]2[N:34]=[CH:33][N:32]([CH3:31])[CH:36]=2)=[CH:8][CH:7]=1)([OH:5])[CH3:4] |f:2.3|. Procedure details: A 25-mL round-bottomed flask was charged with 1,1,1-trifluoro-2-(4-((2S)-2-((methylamino)methyl)-4-(2-thiophenylsulfonyl)-1-piperazinyl)phenyl)-2-propanol (50 mg, 0.108 mmol), 1-methyl-1H-imidazole-4-carbaldehyde (59.4 mg, 0.539 mmol, ASDI, Newark, Del.), sodium triacetoxyborohydride (114 mg, 0.539 mmol, Sigma-Aldrich, St. Louis, Mo.), AcOH (0.617 μl, 10.79 μmol) and DCE (5 mL). The reaction was stirred at room temperature for 12 h. MeOH (20 mL), was added and the mixture was concentrated onto s...